Dataset: the Open Reaction Database (ORD), a public repository of structured organic reaction records. Task: describe an organic reaction: reactants, conditions, products, and yield The reactants are [Li]CCCC, CC1C(=O)CCCN1C(=O)OC(C)(C)C, CC(C)NC(C)C, O=CC=Cc1ccccc1, C1CCOC1. The product is CC1C(=O)C(C(O)C=Cc2ccccc2)CCN1C(=O)OC(C)(C)C. Reaction SMILES: [CH2:8]([Li:9])[CH2:10][CH2:11][CH3:12].[CH3:13][CH:14]1[N:15]([C:21](=[O:22])[O:23][C:24]([CH3:25])([CH3:26])[CH3:27])[CH2:16][CH2:17][CH2:18][C:19]1=[O:20].[CH:1]([NH:2][CH:3]([CH3:4])[CH3:5])([CH3:6])[CH3:7].[CH:28]([CH:29]=[CH:30][c:31]1[cH:32][cH:33][cH:34][cH:35][cH:36]1)=[O:37].[O:38]1[CH2:39][CH2:40][CH2:41][CH2:42]1>>[CH3:13][CH:14]1[N:15]([C:21](=[O:22])[O:23][C:24]([CH3:25])([CH3:26])[CH3:27])[CH2:16][CH2:17][CH:18]([CH:28]([CH:29]=[CH:30][c:31]2[cH:32][cH:33][cH:34][cH:35][cH:36]2)[OH:37])[C:19]1=[O:20]. RXN SMILES: [CH2:1]([O:3][C:4](=[O:28])[CH:5]([C:13]1[CH:18]=[C:17]([Br:19])[CH:16]=[C:15]([O:20][CH2:21][C:22]2[CH:27]=[CH:26][CH:25]=[CH:24][CH:23]=2)[CH:14]=1)C(OC(C)(C)C)=O)[CH3:2]>CC(O)=O>[CH2:1]([O:3][C:4](=[O:28])[CH2:5][C:13]1[CH:18]=[C:17]([Br:19])[CH:16]=[C:15]([O:20][CH2:21][C:22]2[CH:23]=[CH:24][CH:25]=[CH:26][CH:27]=2)[CH:14]=1)[CH3:2]. Reactants: C(C)OC(C(C(=O)OC(C)(C)C)C1=CC(=CC(=C1)Br)OCC1=CC=CC=C1)=O (2-(3-Benzyloxy-5-bromophenyl)malonic acid tert-butyl ester ethyl ester). Run in CC(=O)O (AcOH). Reported procedure: 2-(3-Benzyloxy-5-bromophenyl)malonic acid tert-butyl ester ethyl ester (7.2 g, contains 1.4 equivalent malonic acid tert-butyl ester ethyl ester, 10 mmol) was dissolved in glacial AcOH (50 mL) and heated to reflux for 12 h. The AcOH was removed under reduced pressure. The residue was poured into Na2CO3 solution (sat aq) and the mixture was extracted with EtOAc (×3). The combined organic extracts were washed with water, brine, dried (MgSO4), filtered and concentrated under reduced pressure to giv... The yield is 194.7%. The product is C(C)OC(CC1=CC(=CC(=C1)Br)OCC1=CC=CC=C1)=O ((3-benzyloxy-5-bromo-phenyl-)acetic acid ethyl ester). Reaction SMILES: [CH3:26][N:27]1[CH2:28][CH2:29][NH:30][CH2:31][CH2:32]1.[CH3:33][CH2:34][OH:35].[Cl:1][S:2](=[O:3])(=[O:4])[c:5]1[cH:6][cH:7][c:8]([OH:25])[c:9](-[c:11]2[nH:12][c:13](=[O:24])[c:14]3[c:15]([n:16]2)[c:17]([CH2:21][CH2:22][CH3:23])[n:18][n:19]3[CH3:20])[cH:10]1>>[S:2](=[O:3])(=[O:4])([c:5]1[cH:6][cH:7][c:8]([OH:25])[c:9](-[c:11]2[nH:12][c:13](=[O:24])[c:14]3[c:15]([n:16]2)[c:17]([CH2:21][CH2:22][CH3:23])[n:18][n:19]3[CH3:20])[cH:10]1)[N:30]1[CH2:29][CH2:28][N:27]([CH3:26])[CH2:32][CH2:31]1. The product is CCCc1nn(C)c2c(=O)[nH]c(-c3cc(S(=O)(=O)N4CCN(C)CC4)ccc3O)nc12. Reactants: CN1CCNCC1, CCO, CCCc1nn(C)c2c(=O)[nH]c(-c3cc(S(=O)(=O)Cl)ccc3O)nc12. The reactants are C(#N)C1=C(C(=O)C(=C(C1=O)Cl)Cl)C#N (DDQ), ice, COC1=C(C=C(C(=C1)OC)OC)CCC (2,4,5-trimethoxyphenylpropane). Run in O1CCOCC1 (dioxane), O1CCOCC1 (dioxane), C(C)O (ethanol). Yields the product CCC(=O)C1=CC(=C(C=C1OC)OC)OC (Isoacoramone). The yield is 59.0%. Reaction SMILES: C(C1C(=O)C(Cl)=C(Cl)C(=[O:6])C=1C#N)#N.[CH3:15][O:16][C:17]1[CH:22]=[C:21]([O:23][CH3:24])[C:20]([O:25][CH3:26])=[CH:19][C:18]=1[CH2:27][CH2:28][CH3:29]>O1CCOCC1.C(O)C>[CH3:29][CH2:28][C:27]([C:18]1[C:17]([O:16][CH3:15])=[CH:22][C:21]([O:23][CH3:24])=[C:20]([O:25][CH3:26])[CH:19]=1)=[O:6]. Procedure details: A solution of DDQ (3.06-4.09 g) in dioxane (40 mL) was added dropwise over a period of 10 min to a ice cold and well stirred solution of 2,4,5-trimethoxyphenylpropane (1.89 g, 0.009 mol) in wet dioxane or ethanol (55 mL) and the resulting mixture was stirred at room temperature for over night. The precipitate was filtered and further washed twice with dioxane. The combined dioxane layer was evaporated and mixture was poured into water and extracted with dichloromethane (3×70 mL). The combined or... The reactants are C(C)N(CC)CC1=C(C=C(S1)C1=NC(=NO1)C1=CC=C(C=C1)CC(COS(=O)(=O)C)O)C (rac-methanesulfonic acid 3-{4-[5-(5-diethylaminomethyl-4-methyl-thiophen-2-yl)-[1,2,4]oxadiazol-3-yl]-phenyl}-2-hydroxy-propyl ester), N (NH3). The solvent is CO (methanol), CC(OCC)=O (EA). The product is NCC(CC1=CC=C(C=C1)C1=NOC(=N1)C=1SC(=C(C1)C)CN(CC)CC)O (rac-1-Amino-3-{4-[5-(5-diethylaminomethyl-4-methyl-thiophen-2-yl)-[1,2,4]oxadiazol-3-yl]-phenyl}-propan-2-ol). Reaction SMILES: [CH2:1]([N:3]([CH2:6][C:7]1[S:11][C:10]([C:12]2[O:16][N:15]=[C:14]([C:17]3[CH:22]=[CH:21][C:20]([CH2:23][CH:24]([OH:31])[CH2:25]OS(C)(=O)=O)=[CH:19][CH:18]=3)[N:13]=2)=[CH:9][C:8]=1[CH3:32])[CH2:4][CH3:5])[CH3:2].[NH3:33]>CO.CC(=O)OCC>[NH2:33][CH2:25][CH:24]([OH:31])[CH2:23][C:20]1[CH:21]=[CH:22][C:17]([C:14]2[N:13]=[C:12]([C:10]3[S:11][C:7]([CH2:6][N:3]([CH2:4][CH3:5])[CH2:1][CH3:2])=[C:8]([CH3:32])[CH:9]=3)[O:16][N:15]=2)=[CH:18][CH:19]=1. Procedure details: To a cooled (0° C.) solution of rac-3-{4-[5-(5-diethylaminomethyl-4-methyl-thiophen-2-yl)-[1,2,4]oxadiazol-3-yl]-phenyl}-propane-1,2-diol (619 mg, 1.54 mmol) in THF (15 mL), DIPEA (399 mg, 3.08 mmol) followed by methansulfonyl chloride (247 mg, 2.16 mmol) is added. The mixture is stirred at 0° C. for 1 h, then at rt for 1 h. The mixture is diluted with DCM, washed with brine (3×50 mL), dried over MgSO4, filtered, concentrated and dried to give crude rac-methanesulfonic acid 3-{4-[5-(5-diethylami... RXN SMILES: [CH3:1][C:2]1[NH:3][C:4]([N+:22]([O-])=O)=[C:5]([CH3:21])[C:6]=1[C:7]1[CH:12]=[CH:11][N:10]=[C:9]([NH:13][C:14]2[CH:19]=[CH:18][C:17]([F:20])=[CH:16][CH:15]=2)[N:8]=1.O.NN>CCO>[NH2:22][C:4]1[NH:3][C:2]([CH3:1])=[C:6]([C:7]2[CH:12]=[CH:11][N:10]=[C:9]([NH:13][C:14]3[CH:19]=[CH:18][C:17]([F:20])=[CH:16][CH:15]=3)[N:8]=2)[C:5]=1[CH3:21] |f:1.2|. The reagents and catalysts are Pd(C). Procedure details: [4-(2,4-Dimethyl-5-nitro-1H-pyrrol-3-yl)-pyrimidin-2-yl]-(4-fluoro-phenyl)-amine (45 mg, 0.14 mmol) was dissolved in EtOH (3 mL) and 10% Pd(C) catalyst (10 mg) was added, followed by hydrazine hydrate (48 μL of a 55% w/w aq solution, 0.84 mmol). The mixture was heated at reflux for 18 h. The cooled mixture was filtered through a pad of Celite filter aid and the filtrate was evaporated in vacuo. The residue was purified by SiO2 chromatography (20:1 EtOAc/2 M ammonia in MeOH) to afford the title c... Reactants: CC=1NC(=C(C1C1=NC(=NC=C1)NC1=CC=C(C=C1)F)C)[N+](=O)[O-] ([4-(2,4-Dimethyl-5-nitro-1H-pyrrol-3-yl)-pyrimidin-2-yl]-(4-fluoro-phenyl)-amine), O.NN (hydrazine hydrate). The yield is 33.6%. Run in CCO (EtOH). Product: NC1=C(C(=C(N1)C)C1=NC(=NC=C1)NC1=CC=C(C=C1)F)C ([4-(5-Amino-2,4-dimethyl-1H-pyrrol-3-yl)-pyrimidin-2-yl]-(4-fluoro-phenyl)-amine). Reactants: C1CCOC1, CCO, Cl, NN, O, O=C1c2ccccc2C(=O)N1C1CCC(OCCc2ccccc2)CC1. Product: NC1CCC(OCCc2ccccc2)CC1. As a reaction SMILES: [CH2:31]1[O:32][CH2:33][CH2:34][CH2:35]1.[CH3:36][CH2:37][OH:38].[ClH:30].[NH2:28][NH2:29].[OH2:27].[c:1]1([CH2:7][CH2:8][O:9][CH:10]2[CH2:11][CH2:12][CH:13]([N:16]3[C:17](=[O:18])[c:19]4[c:20]([cH:21][cH:22][cH:23][cH:24]4)[C:25]3=[O:26])[CH2:14][CH2:15]2)[cH:2][cH:3][cH:4][cH:5][cH:6]1>>[c:1]1([CH2:7][CH2:8][O:9][CH:10]2[CH2:11][CH2:12][CH:13]([NH2:16])[CH2:14][CH2:15]2)[cH:2][cH:3][cH:4][cH:5][cH:6]1.